From a dataset of the Open Reaction Database (ORD), a public repository of structured organic reaction records. describe an organic reaction: reactants, conditions, products, and yield Reactants: IC=1C(=NC=CC1)OC1=CC=C(C=C1)NC=1SC2=C(N1)C=CC=C2 (N-(4-(3-iodopyridin-2-yloxy)phenyl)benzo[d]thiazol-2-amine), C1(C=CCC1)O (cyclopent-2-enol), C(C)(=O)[O-].[K+] (potassium acetate). Reagents/catalysts: [Cl-].C(CCC)[N+](CCCC)(CCCC)CCCC (tetrabutylammonium chloride), C(C)(=O)[O-].[Pd+2].C(C)(=O)[O-] (Palladium (II) acetate), C(C)(=O)[O-].[Pd+2].C(C)(=O)[O-] (Palladium (II) acetate). Solvent: C(C)#N (acetonitrile), O (water), ClCCl (dichloromethane). Reaction conditions: temperature 90 celsius. Product: S1C(=NC2=C1C=CC=C2)NC2=CC=C(OC1=NC=CC=C1C1CC(CC1)=O)C=C2 (3-(2-(4-(benzo[d]thiazol-2-ylamino)phenoxy)pyridin-3-yl)cyclopentanone). As a reaction SMILES: I[C:2]1[C:3]([O:8][C:9]2[CH:14]=[CH:13][C:12]([NH:15][C:16]3[S:17][C:18]4[CH:24]=[CH:23][CH:22]=[CH:21][C:19]=4[N:20]=3)=[CH:11][CH:10]=2)=[N:4][CH:5]=[CH:6][CH:7]=1.[CH:25]1([OH:30])[CH2:29][CH2:28][CH:27]=[CH:26]1.C([O-])(=O)C.[K+]>[Cl-].C([N+](CCCC)(CCCC)CCCC)CCC.C(#N)C.O.ClCCl.C([O-])(=O)C.[Pd+2].C([O-])(=O)C>[S:17]1[C:18]2[CH:24]=[CH:23][CH:22]=[CH:21][C:19]=2[N:20]=[C:16]1[NH:15][C:12]1[CH:13]=[CH:14][C:9]([O:8][C:3]2[C:2]([CH:27]3[CH2:28][CH2:29][C:25](=[O:30])[CH2:26]3)=[CH:7][CH:6]=[CH:5][N:4]=2)=[CH:10][CH:11]=1 |f:2.3,4.5,9.10.11|. Reported procedure: A suspension of N-(4-(3-iodopyridin-2-yloxy)phenyl)benzo[d]thiazol-2-amine (493 mg, 1.107 mmol), cyclopent-2-enol (373 mg, 4.43 mmol), potassium acetate (217 mg, 2.214 mmol), tetrabutylammonium chloride (338 mg, 1.218 mmol) and Palladium (II) acetate (24.86 mg, 0.111 mmol) in acetonitrile (3 mL) and water (0.300 mL) was degassed and backfilled with argon. The reaction was heated to 90° C. for 18 h. Palladium (II) acetate (24.86 mg, 0.111 mmol) was added, and the reaction was capped, degassed and...